Dataset: the Open Reaction Database (ORD), a public repository of structured organic reaction records. Task: describe an organic reaction: reactants, conditions, products, and yield The reactants are C(C)OC([C@H](CC1=CC=C(C=C1)OCCCBr)OC)=O ((2S)-3-[4-(3-bromo-propoxy)-phenyl]-2-methoxy-propionic acid ethyl ester), CN(C=1C=C(C=CC1)O)C (3-dimethylamino-phenol), CO[C@H](C(=O)O)CC1=CC=C(C=C1)OCCCOC1=CC=CC=C1 ((2S)-2-methoxy-3-[4-(3-phenoxy-propoxy)-phenyl]-propionic acid). The product is CN(C=1C=C(OCCCOC2=CC=C(C=C2)C[C@@H](C(=O)O)OC)C=CC1)C ((2S)-3-{4-[3-(3-dimethylamino-phenoxy)-propoxy]-phenyl}-2-methoxy-propionic acid). As a reaction SMILES: C([O:3][C:4](=[O:20])[C@@H:5]([O:18][CH3:19])[CH2:6][C:7]1[CH:12]=[CH:11][C:10]([O:13][CH2:14][CH2:15][CH2:16]Br)=[CH:9][CH:8]=1)C.[CH3:21][N:22]([CH3:30])[C:23]1[CH:24]=[C:25]([OH:29])[CH:26]=[CH:27][CH:28]=1.CO[C@@H](CC1C=CC(OCCCOC2C=CC=CC=2)=CC=1)C(O)=O>>[CH3:21][N:22]([CH3:30])[C:23]1[CH:24]=[C:25]([CH:26]=[CH:27][CH:28]=1)[O:29][CH2:16][CH2:15][CH2:14][O:13][C:10]1[CH:9]=[CH:8][C:7]([CH2:6][C@H:5]([O:18][CH3:19])[C:4]([OH:3])=[O:20])=[CH:12][CH:11]=1. Procedure: The title compound was prepared from (2S)-3-[4-(3-bromo-propoxy)-phenyl]-2-methoxy-propionic acid ethyl ester (Example 284, Step 2) and 3-dimethylamino-phenol via the same procedure used for the preparation of (2S)-2-methoxy-3-[4-(3-phenoxy-propoxy)-phenyl]-propionic acid (Example 285, Step 1), to produce a colorless oil.